From a dataset of the Open Reaction Database (ORD), a public repository of structured organic reaction records. describe an organic reaction: reactants, conditions, products, and yield Reactants: C1CCOC1 (THF), O=S1(CCN(CC1)CCN[C@]12[C@@H]([C@H]3CC[C@@H]4[C@]5(CC=C(C([C@@H]5CC[C@]4([C@@]3(CC1)C)C)(C)C)C1=CCC(CC1)C(=O)O)C)[C@@H](CC2)C(=C)C)=O (4-((1R,3aS,5aR,5bR,7aR,11aS,11bR,13aR,13bR)-3a-((2-(1,1-dioxidothiomorpholino)ethyl)amino)-5a,5b,8,8,11a-pentamethyl-1-(prop-1-en-2-yl)-2,3,3a,4,5,5a,5b,6,7,7a,8,11,11a,11b,12,13,13a,13b-octadecahydro-1H-cyclopenta[a]chrysen-9-yl)cyclohex-3-enecarboxylic acid), S(=O)(Cl)Cl (thionyl chloride), ClCCCl (DCE), methyl ester. The solvent is CO (methanol), ClCCl (dichloromethane). Conditions: temperature 60 celsius. The product is O=S1(CCN(CC1)CCN[C@]12[C@@H]([C@H]3CC[C@@H]4[C@]5(CC=C(C([C@@H]5CC[C@]4([C@@]3(CC1)C)C)(C)C)C1=CCC(CC1)C(=O)Cl)C)[C@@H](CC2)C(=C)C)=O (4-((1R,3aS,5aR,5bR,7aR,11aS,11bR,13aR,13bR)-3a-((2-(1,1-dioxidothiomorpholino)ethyl)amino)-5a,5b,8,8,11a-pentamethyl-1-(prop-1-en-2-yl)-2,3,3a,4,5,5a,5b,6,7,7a,8,11,11a,11b,12,13,13a,13b-octadecahydro-1H-cyclopenta[a]chrysen-9-yl)cyclohex-3-enecarbonyl chloride). Reaction SMILES: [O:1]=[S:2]1(=[O:49])[CH2:7][CH2:6][N:5]([CH2:8][CH2:9][NH:10][C@:11]23[CH2:45][CH2:44][C@@H:43]([C:46]([CH3:48])=[CH2:47])[C@@H:12]2[C@@H:13]2[C@@:26]([CH3:29])([CH2:27][CH2:28]3)[C@@:25]3([CH3:30])[C@@H:16]([C@:17]4([CH3:42])[C@@H:22]([CH2:23][CH2:24]3)[C:21]([CH3:32])([CH3:31])[C:20]([C:33]3[CH2:38][CH2:37][CH:36]([C:39](O)=[O:40])[CH2:35][CH:34]=3)=[CH:19][CH2:18]4)[CH2:15][CH2:14]2)[CH2:4][CH2:3]1.S(Cl)([Cl:52])=O.ClCCCl.C1COCC1>ClCCl.CO>[O:1]=[S:2]1(=[O:49])[CH2:7][CH2:6][N:5]([CH2:8][CH2:9][NH:10][C@:11]23[CH2:45][CH2:44][C@@H:43]([C:46]([CH3:48])=[CH2:47])[C@@H:12]2[C@@H:13]2[C@@:26]([CH3:29])([CH2:27][CH2:28]3)[C@@:25]3([CH3:30])[C@@H:16]([C@:17]4([CH3:42])[C@@H:22]([CH2:23][CH2:24]3)[C:21]([CH3:32])([CH3:31])[C:20]([C:33]3[CH2:38][CH2:37][CH:36]([C:39]([Cl:52])=[O:40])[CH2:35][CH:34]=3)=[CH:19][CH2:18]4)[CH2:15][CH2:14]2)[CH2:4][CH2:3]1. Procedure: To a suspension of 4-((1R,3aS,5aR,5bR,7aR,11aS,11bR,13aR,13bR)-3a-((2-(1,1-dioxidothiomorpholino)ethyl)amino)-5a,5b,8,8,11a-pentamethyl-1-(prop-1-en-2-yl)-2,3,3a,4,5,5a,5b,6,7,7a,8,11,11a,11b,12,13,13a,13b-octadecahydro-1H-cyclopenta[a]chrysen-9-yl)cyclohex-3-enecarboxylic acid (0.1 g, 0.144 mmol) in dichloromethane (4 mL) was added thionyl chloride (0.105 mL, 1.439 mmol). The mixture was attached to a reflux condensor and was heated to reflux. The solids did not completely dissolve, so DCE (3 m... Reactants: FC(CNC(NC1=NN(C=N1)CCCCC#N)=S)(F)F (5-(3-[3-(2,2,2-trifluoroethyl)thioureido]-1,2,4-triazol-1-yl)valeronitrile), mercuric oxide, N (ammonia). Solvent: CO (MeOH), C(C)#N (acetonitrile). Reaction conditions: time 1.5 hour. Yields the product FC(CN=C(NC1=NN(C=N1)CCCCC#N)N)(F)F (5-[3-(2-[2,2,2-trifluoroethyl]guanidino)-1,2,4-triazol-1-yl]valeronitrile). Reaction SMILES: [F:1][C:2]([F:20])([F:19])[CH2:3][NH:4][C:5](=S)[NH:6][C:7]1[N:11]=[CH:10][N:9]([CH2:12][CH2:13][CH2:14][CH2:15][C:16]#[N:17])[N:8]=1.[NH3:21]>CO.C(#N)C>[F:1][C:2]([F:20])([F:19])[CH2:3][N:4]=[C:5]([NH2:21])[NH:6][C:7]1[N:11]=[CH:10][N:9]([CH2:12][CH2:13][CH2:14][CH2:15][C:16]#[N:17])[N:8]=1. Procedure: This nitrile (3.6 g.) in MeOH (80 ml.) and acetonitrile (5 ml.) was treated with mercuric oxide (3.06 g.) and methanolic ammonia (15 ml.). After stirring for 1.5 hours the black suspension was filtered through diatomaceous earth and the filtrates evaporated to give a white solid. The solid was washed with ether and filtered to give 5-[3-(2-[2,2,2-trifluoroethyl]guanidino)-1,2,4-triazol-1-yl]valeronitrile (2.87 g.) as a white solid, m.p. 200°-201° after recrystallisation from EtOH. Reaction SMILES: [CH2:1]([c:2]1[cH:3][cH:4][cH:5][cH:6][cH:7]1)[O:8][C:9]([c:10]1[cH:11][cH:12][c:13]([CH:16]([F:17])[P:18](=[O:19])([O:20][CH3:21])[O:22][CH3:23])[cH:14][cH:15]1)=[O:24].[CH3:25][OH:26]>>[O:8]=[C:9]([c:10]1[cH:11][cH:12][c:13]([CH:16]([F:17])[P:18](=[O:19])([O:20][CH3:21])[O:22][CH3:23])[cH:14][cH:15]1)[OH:24]. Yields the product COP(=O)(OC)C(F)c1ccc(C(=O)O)cc1. Starting materials: COP(=O)(OC)C(F)c1ccc(C(=O)OCc2ccccc2)cc1, CO. Reactants: Cc1ccc(S(=O)(=O)OCC2CO2)cc1, Oc1cccn2nccc12. Yields the product c1cc(OCC2CO2)c2ccnn2c1. As a reaction SMILES: [O:11]([S:12]([c:13]1[cH:14][cH:15][c:16]([CH3:17])[cH:18][cH:19]1)(=[O:20])=[O:21])[CH2:22][CH:23]1[CH2:24][O:25]1.[OH:1][c:2]1[c:3]2[n:4]([cH:5][cH:6][cH:7]1)[n:8][cH:9][cH:10]2>>[O:1]([c:2]1[c:3]2[n:4]([cH:5][cH:6][cH:7]1)[n:8][cH:9][cH:10]2)[CH2:22][CH:23]1[CH2:24][O:25]1. The product is O=C(O)c1cccc2nc3ccc4c(OCc5ccccc5)cccc4c3nc12. Reaction SMILES: [Br:25][CH2:26][c:27]1[cH:28][cH:29][cH:30][cH:31][cH:32]1.[CH3:33][CH2:34][OH:35].[CH3:36][CH2:37][O:38][C:39](=[O:40])[CH3:41].[Na+:24].[OH-:23].[OH:1][c:2]1[cH:3][cH:4][cH:5][c:6]2[c:7]1[cH:8][cH:9][c:10]1[n:11][c:12]3[cH:13][cH:14][cH:15][c:16]([C:20](=[O:21])[OH:22])[c:17]3[n:18][c:19]21>>[O:1]([c:2]1[cH:3][cH:4][cH:5][c:6]2[c:7]1[cH:8][cH:9][c:10]1[n:11][c:12]3[cH:13][cH:14][cH:15][c:16]([C:20](=[O:21])[OH:22])[c:17]3[n:18][c:19]21)[CH2:26][c:27]1[cH:28][cH:29][cH:30][cH:31][cH:32]1. Reactants: BrCc1ccccc1, CCO, CCOC(C)=O, [Na+], [OH-], O=C(O)c1cccc2nc3ccc4c(O)cccc4c3nc12. Procedure: To a toluene (200 mL) solution of 3-aminobenzotrifluoride (10.4 grams, 0.06 mol) was added 2-fluorobenzaldehyde (8.0 grams, 0.06 mol). The mixture was heated under reflux with a Dean-Stark trap for 6 hours. The solvent was removed in a rotary evaporator to give 2-fluorobenzylidene 3-trifluoromethylaniline (16.8 grams, 97% yield, yellow liquid) whose structure was confirmed by nuclear magnetic resonance, infra-red spectroscopy, and mass spectroscopy analysis. Product: FC1=C(C=NC2=CC(=CC=C2)C(F)(F)F)C=CC=C1 (2-fluorobenzylidene 3-trifluoromethylaniline). Run in C1(=CC=CC=C1)C (toluene). Isolated yield 104.8%. As a reaction SMILES: [NH2:1][C:2]1[CH:3]=[C:4]([C:8]([F:11])([F:10])[F:9])[CH:5]=[CH:6][CH:7]=1.[F:12][C:13]1[CH:20]=[CH:19][CH:18]=[CH:17][C:14]=1[CH:15]=O>C1(C)C=CC=CC=1>[F:12][C:13]1[CH:20]=[CH:19][CH:18]=[CH:17][C:14]=1[CH:15]=[N:1][C:2]1[CH:7]=[CH:6][CH:5]=[C:4]([C:8]([F:9])([F:10])[F:11])[CH:3]=1. Reactants: NC=1C=C(C=CC1)C(F)(F)F (3-aminobenzotrifluoride), FC1=C(C=O)C=CC=C1 (2-fluorobenzaldehyde). Isolated yield 60.7%. The product is C(C)C1N(C=2C=CC(=CC2C2=CC=C(C=C12)F)C)S(=O)(=O)C1=CC=C(C=C1)O (4-[(6-ethyl-8-fluoro-2-methylphenanthridin-5(6H)-yl)sulfonyl]phenol). Starting materials: C(C)C1N(C=2C=CC(=CC2C2=CC=C(C=C12)F)C)S(=O)(=O)C1=CC=C(C=C1)OC (6-ethyl-8-fluoro-5-[(4-methoxyphenyl)sulfonyl]-2-methyl-5,6-dihydrophenanthridine), C1=CCCCC1 (cyclohexene), B(Br)(Br)Br (boron tribromide), ClCCl (dichloromethane). Procedure: The title compound was prepared from 6-ethyl-8-fluoro-5-[(4-methoxyphenyl)sulfonyl]-2-methyl-5,6-dihydrophenanthridine (0.24 g, 0.58 mmol), cyclohexene (2.1 mL, 21 mmol), and 1 M boron tribromide in dichloromethane (7.0 mL, 7.0 mmol) according to the procedure and in the same manner as described in Example 47, Step b. The crude product was purified by flash column chromatography on silica gel, eluting with a mixture of ethyl acetate-hexane (1:4), followed by re-crystallization from a mixture of ... As a reaction SMILES: [CH2:1]([CH:3]1[C:16]2[C:11](=[CH:12][CH:13]=[C:14]([F:17])[CH:15]=2)[C:10]2[CH:9]=[C:8]([CH3:18])[CH:7]=[CH:6][C:5]=2[N:4]1[S:19]([C:22]1[CH:27]=[CH:26][C:25]([O:28]C)=[CH:24][CH:23]=1)(=[O:21])=[O:20])[CH3:2].C1CCCCC=1.B(Br)(Br)Br.ClCCl>>[CH2:1]([CH:3]1[C:16]2[C:11](=[CH:12][CH:13]=[C:14]([F:17])[CH:15]=2)[C:10]2[CH:9]=[C:8]([CH3:18])[CH:7]=[CH:6][C:5]=2[N:4]1[S:19]([C:22]1[CH:23]=[CH:24][C:25]([OH:28])=[CH:26][CH:27]=1)(=[O:21])=[O:20])[CH3:2]. Reactants: CO (methanol), [H-].[Na+] (sodium hydride), Cl (hydrochloric acid), ClCC=1C=C(C(=O)NC=2OC3=C(N2)C(=CC=C3C3CCOCC3)OC)C=CN1 (2-chloromethyl-N-[4-methoxy-7-(tetrahydro-pyran-4-yl)-benzooxazol-2-yl]-isonicotinamide). The solvent is O1CCOCC1 (dioxane), CN(C=O)C (N,N-dimethylformamide). Run at temperature 50 celsius. Yields the product COCC=1C=C(C(=O)NC=2OC3=C(N2)C(=CC=C3C3CCOCC3)OC)C=CN1 (2-methoxymethyl-N-[4-methoxy-7-(tetrahydro-pyran-4-yl)-benzooxazol-2-yl]-isonicotinamide). Isolated yield 67.1%. As a reaction SMILES: [CH3:1][OH:2].[H-].[Na+].Cl[CH2:6][C:7]1[CH:8]=[C:9]([CH:30]=[CH:31][N:32]=1)[C:10]([NH:12][C:13]1[O:14][C:15]2[C:21]([CH:22]3[CH2:27][CH2:26][O:25][CH2:24][CH2:23]3)=[CH:20][CH:19]=[C:18]([O:28][CH3:29])[C:16]=2[N:17]=1)=[O:11].Cl>O1CCOCC1.CN(C)C=O>[CH3:1][O:2][CH2:6][C:7]1[CH:8]=[C:9]([CH:30]=[CH:31][N:32]=1)[C:10]([NH:12][C:13]1[O:14][C:15]2[C:21]([CH:22]3[CH2:27][CH2:26][O:25][CH2:24][CH2:23]3)=[CH:20][CH:19]=[C:18]([O:28][CH3:29])[C:16]=2[N:17]=1)=[O:11] |f:1.2|. Procedure details: To a stirred solution of 0.05 ml (1.24 mmol) methanol in 5 ml dioxane and 1 ml N,N-dimethylformamide at room temperature was added 27 mg (0.62 mmol) sodium hydride (55% dispersion in mineral oil), and the mixture heated at 50° C. for 1 hour. 50 mg (0.12 mmol) 2-chloromethyl-N-[4-methoxy-7-(tetrahydro-pyran-4-yl)-benzooxazol-2-yl]-isonicotinamide was then added, and the mixture heated at 50° C. for 20 h. The reaction mixture was then cooled to room temperature and poured onto water. The mixture w...